The task is: describe an organic reaction: reactants, conditions, products, and yield. This data is from the Open Reaction Database (ORD), a public repository of structured organic reaction records. Reactants: N1=CC=C(C=C1)C=O (4-pyridinecarboxaldehyde), NC1=C2C(N(C(C2=CC=C1)=O)C1=CC=C(C=C1)C(C)(C)C)=O (4-amino-2-(4-tert-butyl-phenyl)-isoindole-1,3-dione), [BH-](OC(=O)C)(OC(=O)C)OC(=O)C.[Na+] (NaBH(OAc)3). The solvent is ClCCCl (1,2-dichloroethane). Conditions: time 1 hour. The product is C(C)(C)(C)C1=CC=C(C=C1)N1C(C2=CC=CC(=C2C1=O)NCC1=CC=NC=C1)=O (2-(4-tert-butyl-phenyl)-4-[(pyridin-4-ylmethyl)-amino]-isoindole-1,3-dione). As a reaction SMILES: [NH2:1][C:2]1[CH:10]=[CH:9][CH:8]=[C:7]2[C:3]=1[C:4](=[O:22])[N:5]([C:12]1[CH:17]=[CH:16][C:15]([C:18]([CH3:21])([CH3:20])[CH3:19])=[CH:14][CH:13]=1)[C:6]2=[O:11].[N:23]1[CH:28]=[CH:27][C:26]([CH:29]=O)=[CH:25][CH:24]=1.[BH-](OC(C)=O)(OC(C)=O)OC(C)=O.[Na+]>ClCCCl>[C:18]([C:15]1[CH:16]=[CH:17][C:12]([N:5]2[C:4](=[O:22])[C:3]3[C:7](=[CH:8][CH:9]=[CH:10][C:2]=3[NH:1][CH2:29][C:26]3[CH:27]=[CH:28][N:23]=[CH:24][CH:25]=3)[C:6]2=[O:11])=[CH:13][CH:14]=1)([CH3:19])([CH3:21])[CH3:20] |f:2.3|. Procedure details: In a 25 mL round bottomed flask, 4-amino-2-(4-tert-butyl-phenyl)-isoindole-1,3-dione (30 mg, 0.101 mmol, Step B) was dissolved in 1,2-dichloroethane (10 mL). To this was added 4-pyridinecarboxaldehyde (0.05 mL, 0.524 mmol). The reaction was stirred for 1 h under N2. NaBH(OAc)3 (40 mg, 0.188 mmol) was added and the suspension was stirred for 6 h. The reaction was quenched with saturated NaHCO3 solution (50 mL). The reaction was rotary evaporated to remove the 1,2-dichloroethane. The product was e... Starting materials: CC1CCNCC1 (4-Methylpiperidine), ClC=1C=C(C=CC1Cl)C1(CCC1)C(C#N)O (2-[1-(3,4-dichlorophenyl)cyclobutyl]-2-hydroxyacetonitrile). Run in C1(=CC=CC=C1)C (toluene), O (water), CCOCC (ether). The product is ClC=1C=C(C=CC1Cl)C1(CCC1)C(C#N)N1CCC(CC1)C (2-[1-(3,4-dichlorophenyl)cyclobutyl]-2-(4-methylpiperidino)acetonitrile). As a reaction SMILES: [CH3:1][CH:2]1[CH2:7][CH2:6][NH:5][CH2:4][CH2:3]1.[Cl:8][C:9]1[CH:10]=[C:11]([C:16]2([CH:20](O)[C:21]#[N:22])[CH2:19][CH2:18][CH2:17]2)[CH:12]=[CH:13][C:14]=1[Cl:15]>C1(C)C=CC=CC=1.O.CCOCC>[Cl:8][C:9]1[CH:10]=[C:11]([C:16]2([CH:20]([N:5]3[CH2:6][CH2:7][CH:2]([CH3:1])[CH2:3][CH2:4]3)[C:21]#[N:22])[CH2:19][CH2:18][CH2:17]2)[CH:12]=[CH:13][C:14]=1[Cl:15]. Procedure details: 4-Methylpiperidine (4.8 g) was added to a solution of 2-[1-(3,4-dichlorophenyl)cyclobutyl]-2-hydroxyacetonitrile (12 g) in toluene (50 ml). The reaction mixture was stirred and heated at 100°-105° C. for two hours, cooled and diluted with water (100 ml) and ether (60 ml). The organic layer was separated washed with water and dried. Evaporation of the solvents gave an oil which solidified on standing to give a solid which was triturated with petroleum ether (b.p. 60°-80° C.) to give 2-[1-(3,4-dic... Starting materials: BrCC1=C(C(=O)OC)C(=CC=C1)[N+](=O)[O-] (methyl 2-bromomethyl-6-nitro-benzoate), N (ammonia). Solvent: CN(C=O)C (N,N-dimethylformamide), C(C)(=O)OCC (ethyl acetate). The product is [N+](=O)([O-])C=1C=CC=C2CNC(C12)=O (7-nitro-2,3-dihydro-isoindol-1-one). RXN SMILES: Br[CH2:2][C:3]1[CH:12]=[CH:11][CH:10]=[C:9]([N+:13]([O-:15])=[O:14])[C:4]=1[C:5](OC)=[O:6].[NH3:16]>CN(C)C=O.C(OCC)(=O)C>[N+:13]([C:9]1[CH:10]=[CH:11][CH:12]=[C:3]2[C:4]=1[C:5](=[O:6])[NH:16][CH2:2]2)([O-:15])=[O:14]. Procedure details: 1.5 g (5.473 mmol) methyl 2-bromomethyl-6-nitro-benzoate are dissolved in 20 ml N,N-dimethylformamide and combined with 15 ml of methanolic ammonia (7 mmol/ml). After 20 h at 25° C. the mixture is diluted with 100 ml of ethyl acetate and extracted 3 times with saturated sodium hydrogen carbonate solution. The organic phase is dried with magnesium sulphate and the solvent is eliminated in vacuo. Starting materials: [OH-].[Na+] (sodium hydroxide), N1=C(Cl)N=C(Cl)N=C1Cl (cyanuric chloride), O (water), ClC1=C(N)C=CC=C1 (o-chloroaniline). Run in C1(=CC=CC=C1)C (toluene). Conditions: temperature 20 celsius. The product is ClC1=C(C=CC=C1)NC1=NC(=NC(=N1)Cl)Cl (2-(2-chlorophenylamino)-4,6-dichloro-s-triazine). Yield: 97.6%. Reaction SMILES: [N:1]1[C:8]([Cl:9])=[N:7][C:5]([Cl:6])=[N:4][C:2]=1Cl.O.[Cl:11][C:12]1[CH:18]=[CH:17][CH:16]=[CH:15][C:13]=1[NH2:14].[OH-].[Na+]>C1(C)C=CC=CC=1>[Cl:11][C:12]1[CH:18]=[CH:17][CH:16]=[CH:15][C:13]=1[NH:14][C:2]1[N:1]=[C:8]([Cl:9])[N:7]=[C:5]([Cl:6])[N:4]=1 |f:3.4|. Reported procedure: 272.0 g of cyanuric chloride (content >99%), 1,000 ml of water and 275 ml of toluene are mixed at 5° C. The aqueous phase thereby assumes a pH value of 3.5. 188.2 g of o-chloroaniline are added in the course of 30 minutes without cooling or heating the mixture, whereupon the temperature rises to 30° C. A pH value of 7 is then established in the course of 1 hour by addition of 45% strength sodium hydroxide solution, whereupon the temperature rises up to 55° C. The mixture is then cooled to 20° C.... Reactants: BrC1=CC(=C(C=C1)C)[N+](=O)[O-] (4-bromo-1-methyl-2-nitrobenzene), C(=C)[Mg]Br (vinylmagnesium bromide). Solvent: C1CCOC1 (THF). Conditions: time 1.5 hour. The product is BrC1=C2C=CNC2=C(C=C1)C (4-bromo-7-methyl-1H-indole). The yield is 16.0%. As a reaction SMILES: [Br:1][C:2]1[CH:7]=[CH:6][C:5]([CH3:8])=[C:4]([N+:9]([O-])=O)[CH:3]=1.[CH:12]([Mg]Br)=[CH2:13]>C1COCC1>[Br:1][C:2]1[CH:7]=[CH:6][C:5]([CH3:8])=[C:4]2[C:3]=1[CH:12]=[CH:13][NH:9]2. Procedure details: To a solution of 4-bromo-1-methyl-2-nitrobenzene (10 g) in THF (130 mL) was slowly added vinylmagnesium bromide (1 M in THF, 162 mL) at −40° C. under nitrogen atmosphere. The reaction mixture was stirred for 1.5 h and then quenched with sat'd. aq. NH4Cl (50 mL). The mixture was partitioned between EtOAc (500 mL) and water (150 mL). The organic layer was separated, washed with brine, dried (MgSO4), filtered, and evaporated in vacuo. The residue was purified by SiO2 chromatography eluting with 2.5... The reactants are CC(C)(C)OO, CC(C)CC(C)(C)C, ClCCl, NC(=O)C=C1CCc2c(F)cc(F)cc21, O=[Se]=O. Yields the product NC(=O)C=C1c2cc(F)cc(F)c2CC1O. As a reaction SMILES: [C:16]([CH3:18])([CH3:19])([O:20][OH:17])[CH3:21].[CH3:28][CH:29]([CH2:30][C:31]([CH3:32])([CH3:33])[CH3:34])[CH3:35].[Cl:25][CH2:26][Cl:27].[F:1][c:2]1[c:3]2[c:7]([cH:8][c:9]([F:11])[cH:10]1)[C:6](=[CH:12][C:13](=[O:14])[NH2:15])[CH2:5][CH2:4]2.[Se:22](=[O:23])=[O:24]>>[F:1][c:2]1[c:3]2[c:7]([cH:8][c:9]([F:11])[cH:10]1)[C:6](=[CH:12][C:13](=[O:14])[NH2:15])[CH:5]([OH:20])[CH2:4]2. Starting materials: [Al+3], [H-], [H-], [H-], [H-], [Li+], C1CCOC1, CCOC(=O)CCCCCC(c1ccccc1)c1c(C)c(C)cc(C)c1O, O=S(=O)(O)O. The product is Cc1cc(C)c(O)c(C(CCCCCCO)c2ccccc2)c1C. Reaction SMILES: [Al+3:29].[H-:28].[H-:31].[H-:32].[H-:33].[Li+:30].[O:39]1[CH2:40][CH2:41][CH2:42][CH2:43]1.[OH:1][c:2]1[c:3]([CH:11]([CH2:12][CH2:13][CH2:14][CH2:15][CH2:16][C:17](=[O:18])[O:19][CH2:20][CH3:21])[c:22]2[cH:23][cH:24][cH:25][cH:26][cH:27]2)[c:4]([CH3:10])[c:5]([CH3:9])[cH:6][c:7]1[CH3:8].[S:34](=[O:35])(=[O:36])([OH:37])[OH:38]>>[OH:1][c:2]1[c:3]([CH:11]([CH2:12][CH2:13][CH2:14][CH2:15][CH2:16][CH2:17][OH:18])[c:22]2[cH:23][cH:24][cH:25][cH:26][cH:27]2)[c:4]([CH3:10])[c:5]([CH3:9])[cH:6][c:7]1[CH3:8]. The reactants are N1=CC(=CC=C1)C(=O)C1=CC(=C(C(=C1)[N+](=O)[O-])O)OC (4-hydroxy-3-methoxy-5-nitrophenyl 3-pyridyl ketone), Br (hydrobromic acid). Conditions: time 18 hour. Product: Br.N1=CC(=CC=C1)C(=O)C1=CC(=C(C(=C1)[N+](=O)[O-])O)O (3,4-dihydroxy-5-nitrophenyl 3-pyridyl ketone hydrobromide). As a reaction SMILES: [N:1]1[CH:6]=[CH:5][CH:4]=[C:3]([C:7]([C:9]2[CH:14]=[C:13]([N+:15]([O-:17])=[O:16])[C:12]([OH:18])=[C:11]([O:19]C)[CH:10]=2)=[O:8])[CH:2]=1.[BrH:21]>>[BrH:21].[N:1]1[CH:6]=[CH:5][CH:4]=[C:3]([C:7]([C:9]2[CH:14]=[C:13]([N+:15]([O-:17])=[O:16])[C:12]([OH:18])=[C:11]([OH:19])[CH:10]=2)=[O:8])[CH:2]=1 |f:2.3|. Procedure details: 3.5 g of 4-hydroxy-3-methoxy-5-nitrophenyl 3-pyridyl ketone dissolved in 70 ml of 48 percent aqueous hydrobromic acid are stirred at 100° for 18 hours. The reaction mixture is subsequently evaporated under reduced pressure. The residue is recrystallized from water. There is obtained 3,4-dihydroxy-5-nitrophenyl 3-pyridyl ketone hydrobromide of m.p. 265°. Reactants: CCOC(=O)c1ccc(Nc2ccc3c(c2)C(C)(C)CC=C3C)cc1, CC=O. Yields the product CCOC(=O)c1ccc(N(CC)c2ccc3c(c2)C(C)(C)CC=C3C)cc1. RXN SMILES: [CH2:1]([CH3:2])[O:3][C:4]([c:5]1[cH:6][cH:7][c:8]([NH:11][c:12]2[cH:13][c:14]3[c:19]([cH:20][cH:21]2)[C:18]([CH3:22])=[CH:17][CH2:16][C:15]3([CH3:23])[CH3:24])[cH:9][cH:10]1)=[O:25].[CH:26]([CH3:27])=[O:28]>>[CH2:1]([CH3:2])[O:3][C:4]([c:5]1[cH:6][cH:7][c:8]([N:11]([c:12]2[cH:13][c:14]3[c:19]([cH:20][cH:21]2)[C:18]([CH3:22])=[CH:17][CH2:16][C:15]3([CH3:23])[CH3:24])[CH2:26][CH3:27])[cH:9][cH:10]1)=[O:25]. The reactants are C[C@H]1COCCN1C1=NN=CC2=CC(=CC=C12)B(O)O ((S)-1-(3-methylmorpholino)phthalazin-6-ylboronic acid), C1(CC1)NC1=NOC2=C1C=CC(=C2I)C (N-cyclopropyl-7-iodo-6-methylbenzo[d]isoxazol-3-amine), C([O-])([O-])=O.[Na+].[Na+] (sodium carbonate). The reagents and catalysts are C=1C=CC(=CC1)[P](C=2C=CC=CC2)(C=3C=CC=CC3)[Pd]([P](C=4C=CC=CC4)(C=5C=CC=CC5)C=6C=CC=CC6)([P](C=7C=CC=CC7)(C=8C=CC=CC8)C=9C=CC=CC9)[P](C=1C=CC=CC1)(C=1C=CC=CC1)C=1C=CC=CC1 (tetrakis(triphenylphosphine)palladium). Run in CCOC(=O)C (EtOAc), O1CCOCC1 (1,4-dioxane). Run at temperature 130 celsius. Product: C1(CC1)NC1=NOC2=C1C=CC(=C2C=2C=C1C=NN=C(C1=CC2)N2[C@H](COCC2)C)C (N-cyclopropyl-6-methyl-7-(1-((S)-3-methylmorpholino)phthalazin-6-yl)benzo[d]isoxazol-3-amine). As a reaction SMILES: [CH3:1][C@@H:2]1[N:7]([C:8]2[C:17]3[C:12](=[CH:13][C:14](B(O)O)=[CH:15][CH:16]=3)[CH:11]=[N:10][N:9]=2)[CH2:6][CH2:5][O:4][CH2:3]1.[CH:21]1([NH:24][C:25]2[C:29]3[CH:30]=[CH:31][C:32]([CH3:35])=[C:33](I)[C:28]=3[O:27][N:26]=2)[CH2:23][CH2:22]1.C(=O)([O-])[O-].[Na+].[Na+]>O1CCOCC1.CCOC(C)=O.C1C=CC([P]([Pd]([P](C2C=CC=CC=2)(C2C=CC=CC=2)C2C=CC=CC=2)([P](C2C=CC=CC=2)(C2C=CC=CC=2)C2C=CC=CC=2)[P](C2C=CC=CC=2)(C2C=CC=CC=2)C2C=CC=CC=2)(C2C=CC=CC=2)C2C=CC=CC=2)=CC=1>[CH:21]1([NH:24][C:25]2[C:29]3[CH:30]=[CH:31][C:32]([CH3:35])=[C:33]([C:14]4[CH:13]=[C:12]5[C:17](=[CH:16][CH:15]=4)[C:8]([N:7]4[CH2:6][CH2:5][O:4][CH2:3][C@@H:2]4[CH3:1])=[N:9][N:10]=[CH:11]5)[C:28]=3[O:27][N:26]=2)[CH2:23][CH2:22]1 |f:2.3.4,^1:57,59,78,97|. Reported procedure: A mixture of (S)-1-(3-methylmorpholino)phthalazin-6-ylboronic acid (0.11 g, 0.41 mmol), N-cyclopropyl-7-iodo-6-methylbenzo[d]isoxazol-3-amine (0.100 g, 0.32 mmol), tetrakis(triphenylphosphine)palladium (18 mg, 0.016 mmol) in 1,4-dioxane (2.0 mL) and 2 N aqueous sodium carbonate (0.2 mL, 0.4 mmol) in a sealed glass tube was heated in a Personal Chemistry microwave at 130° C. for 20 min. The mixture was diluted with EtOAc (30 mL) and washed with saturated aqueous solution of sodium bicarbonate, an...